This data is from the Open Reaction Database (ORD), a public repository of structured organic reaction records. The task is: describe an organic reaction: reactants, conditions, products, and yield Starting materials: FC1=CC=C(C=C1)NC(NC1=CC=C(C=C1)C1=CC=C2CN(C(C2=C1)=O)[C@H](C(=O)O)C(C)C)=O ((S)-2-(6-(4-(3-(4-Fluorophenyl)ureido)phenyl)-1-oxoisoindolin-2-yl)-3-methyl butanoic acid), C1(CCCCC1)NC(NC1=CC=C(C=C1)C1=CC=C2CN(C(C2=C1)=O)[C@H](C(=O)OC)C(C)C)=O ((S)-Methyl 2-(6-(4-(3-cyclohexylureido)phenyl)-1-oxoisoindolin-2-yl)-3-methylbutanoate). Product: C1(CCCCC1)NC(NC1=CC=C(C=C1)C1=CC=C2CN(C(C2=C1)=O)[C@H](C(=O)O)C(C)C)=O ((S)-2-(6-(4-(3-Cyclohexylureido)phenyl)-1-oxoisoindolin-2-yl)-3-methylbutanoic acid). The yield is 93.0%. RXN SMILES: F[C:2]1[CH:7]=[CH:6][C:5]([NH:8][C:9](=[O:34])[NH:10][C:11]2[CH:16]=[CH:15][C:14]([C:17]3[CH:25]=[C:24]4[C:20]([CH2:21][N:22]([C@@H:27]([CH:31]([CH3:33])[CH3:32])[C:28]([OH:30])=[O:29])[C:23]4=[O:26])=[CH:19][CH:18]=3)=[CH:13][CH:12]=2)=[CH:4][CH:3]=1.C1(NC(=O)NC2C=CC(C3C=C4C(CN([C@@H](C(C)C)C(OC)=O)C4=O)=CC=3)=CC=2)CCCCC1>>[CH:5]1([NH:8][C:9](=[O:34])[NH:10][C:11]2[CH:16]=[CH:15][C:14]([C:17]3[CH:25]=[C:24]4[C:20]([CH2:21][N:22]([C@@H:27]([CH:31]([CH3:32])[CH3:33])[C:28]([OH:30])=[O:29])[C:23]4=[O:26])=[CH:19][CH:18]=3)=[CH:13][CH:12]=2)[CH2:6][CH2:7][CH2:2][CH2:3][CH2:4]1. Procedure details: The compound of example 34 was prepared analogous to compound of example 8 by hydrolysis of compound of example 33. Reactants: intermediate 10, BrC1=CC2=CC=CC=C2C=C1 (2-bromonaphthalene), COC1=CC=C(C=C1)[Mg]Br (4-methoxyphenylmagnesium bromide). Product: COC1=CC=C(C=C1)C1=CC2=CC=CC=C2C=C1 (2-(4-Methoxyphenyl)naphthalene), white solid. Yield: 89.0%. As a reaction SMILES: Br[C:2]1[CH:11]=[CH:10][C:9]2[C:4](=[CH:5][CH:6]=[CH:7][CH:8]=2)[CH:3]=1.[CH3:12][O:13][C:14]1[CH:19]=[CH:18][C:17]([Mg]Br)=[CH:16][CH:15]=1>>[CH3:12][O:13][C:14]1[CH:19]=[CH:18][C:17]([C:2]2[CH:11]=[CH:10][C:9]3[C:4](=[CH:5][CH:6]=[CH:7][CH:8]=3)[CH:3]=2)=[CH:16][CH:15]=1. Reported procedure: The title compound was prepared by reacting 2-bromonaphthalene (3.04 g, 14.7 mmol) with 4-methoxyphenylmagnesium bromide according to method used to prepared intermediate 10 to yield 2.89 g (89%) of a white solid: mp 114° C.; 1H NMR (CDCl3): δ 3.86 (3H, s), 7.01 (2H, d, J=9.06 Hz), 7.43-7.50 (2H, m), 7.65 (2H, d, J=8.73 Hz), 7.71 (1H, dd, J=1.84 Hz, J=8.56 Hz), 7.83-7.89 (3H, m), 7.98 (1H, d, J=0.67 Hz); MS (EI) m/z 234 (M)+. Reactants: CCO, CCOCC, Cc1ccc(N=Nc2ccc(O)c(C(CCN(C(C)C)C(C)C)c3ccccc3)c2)cc1, Cl, [Na+], [Na+], O, O=S([O-])S(=O)[O-]. The product is CC(C)N(CCC(c1ccccc1)c1cc(N)ccc1O)C(C)C. As a reaction SMILES: [CH3:43][CH2:44][OH:45].[CH3:46][CH2:47][O:48][CH2:49][CH3:50].[CH:9]([CH3:10])([CH3:11])[N:12]([CH2:13][CH2:14][CH:15]([c:16]1[cH:17][cH:18][cH:19][cH:20][cH:21]1)[c:22]1[c:23]([OH:37])[cH:24][cH:25][c:26]([N:28]=[N:29][c:30]2[cH:31][cH:32][c:33]([CH3:34])[cH:35][cH:36]2)[cH:27]1)[CH:38]([CH3:39])[CH3:40].[ClH:41].[Na+:7].[Na+:8].[OH2:42].[S:1]([S:2]([O-:3])=[O:4])([O-:5])=[O:6]>>[CH:9]([CH3:10])([CH3:11])[N:12]([CH2:13][CH2:14][CH:15]([c:16]1[cH:17][cH:18][cH:19][cH:20][cH:21]1)[c:22]1[c:23]([OH:37])[cH:24][cH:25][c:26]([NH2:28])[cH:27]1)[CH:38]([CH3:39])[CH3:40]. The reactants are CS(=O)(=O)NC1=CC=C(C(=O)CC#N)C=C1 (4-methylsulfonamidobenzoylacetonitrile), C(C)OC(OCC)OC(C)=O (diethoxymethylacetate). The solvent is C(C)#N (acetonitrile). The product is C(C)OC=C(C#N)C(C1=CC=C(C=C1)NS(=O)(=O)C)=O (2-(ethoxymethylidene)-2-(4'-methylsulfonamidobenzoyl)-acetonitrile). Yield: 82.1%. Reaction SMILES: [CH3:1][S:2]([NH:5][C:6]1[CH:16]=[CH:15][C:9]([C:10]([CH2:12][C:13]#[N:14])=[O:11])=[CH:8][CH:7]=1)(=[O:4])=[O:3].[CH2:17]([O:19][CH:20](OC(=O)C)OCC)[CH3:18]>C(#N)C>[CH2:17]([O:19][CH:20]=[C:12]([C:10](=[O:11])[C:9]1[CH:8]=[CH:7][C:6]([NH:5][S:2]([CH3:1])(=[O:4])=[O:3])=[CH:16][CH:15]=1)[C:13]#[N:14])[CH3:18]. Procedure details: To a slurry of 4-methylsulfonamidobenzoylacetonitrile (7.0 g) in acetonitrile (70 ml), diethoxymethylacetate (16.2 g) was added and the mixture heated at reflux for 30 minutes. The mixture was cooled to room temperature and filtered. The filtrate was poured into 600 ml diethyl ether, after which 800 ml ligroin P950 was added with rapid stirring. A light yellow oil formed in droplets, which spontaneously crystallized. The crystalline product was collected by filtration, washed with ligroin P950, ... The reactants are [N+](=O)([O-])C1=CC=C(CO)C=C1 (4-nitrobenzyl alcohol), C(=C)C(=O)C (methyl vinyl ketone). Product: [N+](=O)([O-])C1=CC=C(COCCC(C)=O)C=C1 (4-(4-NITROBENZYLOXY)-2-BUTANONE). Reaction SMILES: [N+:1]([C:4]1[CH:11]=[CH:10][C:7]([CH2:8][OH:9])=[CH:6][CH:5]=1)([O-:3])=[O:2].[CH:12]([C:14]([CH3:16])=[O:15])=[CH2:13]>>[N+:1]([C:4]1[CH:5]=[CH:6][C:7]([CH2:8][O:9][CH2:13][CH2:12][C:14](=[O:15])[CH3:16])=[CH:10][CH:11]=1)([O-:3])=[O:2]. Reported procedure: Treat 4-nitrobenzyl alcohol with methyl vinyl ketone in a manner similar to Preparation 2 to obtain the title compound.